This data is from the Open Reaction Database (ORD), a public repository of structured organic reaction records. The task is: describe an organic reaction: reactants, conditions, products, and yield The reactants are C(C)C(CC)NC1=C(C(=NC(=C1)C)OC1=C(C=C(C=C1C)C)C)N (N4-(1-ethyl-propyl)-6-methyl-2-(2,4,6-trimethyl-phenoxy)-pyridine-3,4-diamine), C[Si](C)(C)[N-][Si](C)(C)C.[Li+] (lithium bis(trimethylsilyl)amide), C(C=C)Br (allyl bromide). The solvent is C1CCOC1 (THF), C1CCOC1 (THF). Reaction conditions: temperature -78 celsius, time 10 minute. Product: C(C=C)NC=1C(=NC(=CC1NC(CC)CC)C)OC1=C(C=C(C=C1C)C)C (N3-Allyl-N4-(1-ethyl-propyl)-6-methyl-2-(2,4,6-trimethyl-phenoxy)-pyridine-3,4-diamine). RXN SMILES: [CH2:1]([CH:3]([NH:6][C:7]1[CH:12]=[C:11]([CH3:13])[N:10]=[C:9]([O:14][C:15]2[C:20]([CH3:21])=[CH:19][C:18]([CH3:22])=[CH:17][C:16]=2[CH3:23])[C:8]=1[NH2:24])[CH2:4][CH3:5])[CH3:2].C[Si]([N-][Si](C)(C)C)(C)C.[Li+].[CH2:35](Br)[CH:36]=[CH2:37]>C1COCC1>[CH2:37]([NH:24][C:8]1[C:9]([O:14][C:15]2[C:20]([CH3:21])=[CH:19][C:18]([CH3:22])=[CH:17][C:16]=2[CH3:23])=[N:10][C:11]([CH3:13])=[CH:12][C:7]=1[NH:6][CH:3]([CH2:4][CH3:5])[CH2:1][CH3:2])[CH:36]=[CH2:35] |f:1.2|. Reported procedure: To a solution of N4-(1-ethyl-propyl)-6-methyl-2-(2,4,6-trimethyl-phenoxy)-pyridine-3,4-diamine (500 mg, 1.52 mmol) in dry THF was added 1M in THF of lithium bis(trimethylsilyl)amide (1.6 ml, 1.6 mmol) at −78° C., After stirring at −78° C. for 10 min, allyl bromide (0.13 ml, 1.52 mmol) was added and the resulting mixture was stirred at that temperature for 20 min, then warmed to room temperature overnight. The mixture was quenched with water and extracted with ethyl acetate. The organic layer was... Starting materials: C([O-])([O-])=O.[K+].[K+] (potassium carbonate), BrC(CC)CC (3-bromopentane), [I-].[Na+] (sodium iodide), O=S1(N=C2N(CC1)C=CC=C2C2=CC=C(C=C2)O)=O (4-(2,2-dioxido-3,4-dihydropyrido[2,1-c][1,2,4]thiadiazin-9-yl)phenol), [OH-].[Na+] (NaOH). Run in CS(=O)C (DMSO). Conditions: temperature 150 celsius, time 3 hour. Yields the product C(C)C(CC)OC1=CC=C(C=C1)C1=CC=CN2C1=NS(CC2)(=O)=O (9-[4-(1-ethylpropoxy)phenyl]-3,4-dihydropyrido[2,1-c][1,2,4]thiadiazine 2,2-dioxide). Isolated yield 9.6%. RXN SMILES: C(=O)([O-])[O-].[K+].[K+].Br[CH:8]([CH2:11][CH3:12])[CH2:9][CH3:10].[I-].[Na+].[O:15]=[S:16]1(=[O:33])[CH2:21][CH2:20][N:19]2[CH:22]=[CH:23][CH:24]=[C:25]([C:26]3[CH:31]=[CH:30][C:29]([OH:32])=[CH:28][CH:27]=3)[C:18]2=[N:17]1.[OH-].[Na+]>CS(C)=O>[CH2:9]([CH:8]([O:32][C:29]1[CH:28]=[CH:27][C:26]([C:25]2[C:18]3=[N:17][S:16](=[O:33])(=[O:15])[CH2:21][CH2:20][N:19]3[CH:22]=[CH:23][CH:24]=2)=[CH:31][CH:30]=1)[CH2:11][CH3:12])[CH3:10] |f:0.1.2,4.5,7.8|. Procedure details: A mixture of potassium carbonate (750 mg), 3-bromopentane (820 mg), sodium iodide (814 mg) and 4-(2,2-dioxido-3,4-dihydropyrido[2,1-c][1,2,4]thiadiazin-9-yl)phenol (300 mg) in DMSO (5 mL) was stirred at 150° C. for 3 hr. The mixture was poured into 1N NaOH aq. and extracted with EtOAc. The organic layer was separated, washed with 1N NaOH aq. and brine, dried over anhydrous magnesium sulfate and concentrated in vacuo. The residue was purified by column chromatography (NH silica gel, eluted with M... The reactants are C1CCOC1, COC(C)(C)OC, OCCCCc1ccc(OCC(O)CO)cc1, Cc1ccc(S(=O)(=O)[O-])cc1, c1cc[nH+]cc1. Yields the product CC1(C)OCC(COc2ccc(CCCCO)cc2)O1. RXN SMILES: [CH2:42]1[O:43][CH2:44][CH2:45][CH2:46]1.[CH3:18][O:19][C:20]([CH3:21])([CH3:22])[O:23][CH3:24].[OH:1][CH2:2][CH2:3][CH2:4][CH2:5][c:6]1[cH:7][cH:8][c:9]([O:10][CH2:11][CH:12]([CH2:13][OH:14])[OH:15])[cH:16][cH:17]1.[c:25]1([CH3:26])[cH:27][cH:28][c:29]([S:30]([O-:31])(=[O:32])=[O:33])[cH:34][cH:35]1.[nH+:36]1[cH:37][cH:38][cH:39][cH:40][cH:41]1>>[OH:1][CH2:2][CH2:3][CH2:4][CH2:5][c:6]1[cH:7][cH:8][c:9]([O:10][CH2:11][CH:12]2[CH2:13][O:14][C:20]([CH3:21])([CH3:22])[O:15]2)[cH:16][cH:17]1.